Dataset: the Open Reaction Database (ORD), a public repository of structured organic reaction records. Task: describe an organic reaction: reactants, conditions, products, and yield The reactants are COC=1C=C(C(=O)N(C2=C(C=C(C=C2)C)OCCCCCC(=O)N2CCC(CC2)=O)C)C=CC1NC(=O)C1=CC=CC=2NC(=NC21)CNC(=O)OC(C)(C)C (3-methoxy-N-methyl-N-[4-methyl-2-[5-(4-oxopiperidin-1-yl)carbonylpent-1-yloxy]phenyl]-4-[2-(tert-butoxycarbonyl)aminomethyl-1H-benzimidazol-4-yl]carbonylaminobenzamide), [BH4-].[Na+] (sodium borohydride). Solvent: C(Cl)(Cl)Cl (chloroform), CO (methanol). Run at time 1 hour. Yields the product OC1CCN(CC1)C(=O)CCCCCOC1=C(C=CC(=C1)C)N(C(C1=CC(=C(C=C1)NC(=O)C1=CC=CC=2NC(=NC21)CNC(=O)OC(C)(C)C)OC)=O)C (N-[2-[5-(4-hydroxypiperidin-1-yl)carbonylpent-1-yloxy]-4-methylphenyl]-3-methoxy-N-methyl-4-[2-(tert-butoxycarbonyl)aminomethyl-1H-benzimidazol-4-yl]carbonylaminobenzamide). Isolated yield 99.7%. As a reaction SMILES: [CH3:1][O:2][C:3]1[CH:4]=[C:5]([CH:32]=[CH:33][C:34]=1[NH:35][C:36]([C:38]1[C:46]2[N:45]=[C:44]([CH2:47][NH:48][C:49]([O:51][C:52]([CH3:55])([CH3:54])[CH3:53])=[O:50])[NH:43][C:42]=2[CH:41]=[CH:40][CH:39]=1)=[O:37])[C:6]([N:8]([CH3:31])[C:9]1[CH:14]=[CH:13][C:12]([CH3:15])=[CH:11][C:10]=1[O:16][CH2:17][CH2:18][CH2:19][CH2:20][CH2:21][C:22]([N:24]1[CH2:29][CH2:28][C:27](=[O:30])[CH2:26][CH2:25]1)=[O:23])=[O:7].[BH4-].[Na+]>CO.C(Cl)(Cl)Cl>[OH:30][CH:27]1[CH2:26][CH2:25][N:24]([C:22]([CH2:21][CH2:20][CH2:19][CH2:18][CH2:17][O:16][C:10]2[CH:11]=[C:12]([CH3:15])[CH:13]=[CH:14][C:9]=2[N:8]([CH3:31])[C:6](=[O:7])[C:5]2[CH:32]=[CH:33][C:34]([NH:35][C:36]([C:38]3[C:46]4[N:45]=[C:44]([CH2:47][NH:48][C:49]([O:51][C:52]([CH3:53])([CH3:54])[CH3:55])=[O:50])[NH:43][C:42]=4[CH:41]=[CH:40][CH:39]=3)=[O:37])=[C:3]([O:2][CH3:1])[CH:4]=2)=[O:23])[CH2:29][CH2:28]1 |f:1.2|. Procedure: To a solution of 3-methoxy-N-methyl-N-[4-methyl-2-[5-(4-oxopiperidin-1-yl)carbonylpent-1-yloxy]phenyl]-4-[2-(tert-butoxycarbonyl)aminomethyl-1H-benzimidazol-4-yl]carbonylaminobenzamide (150 mg) in methanol (5 ml) was added sodium borohydride (7.52 mg) under an ice bath cooling and the mixture was stirred at the same temperature for 1 hour. The mixture was diluted with chloroform and the solution was washed with water and brine. The organic phase was dried over magnesium sulfate and the solvent w... Reactants: N=1N(N=C2C1C=CC=C2)C2=C(C=CC(=C2)C)O (2-(2H-benzotriazol-2-yl)-4-methylphenol), [OH-].[Na+] (NaOH), C(C=C)(=O)Cl (acryloyl chloride). The solvent is CC(=O)C (acetone), CCOCC (ether). Yields the product C(C=C)(=O)OC1=C(C=C(C=C1)C)N1N=C2C(=N1)C=CC=C2 (4-Methyl-2-(2H-Benzotriazol-2-Yl)Phenyl Acrylate). The yield is 67.7%. Reaction SMILES: [N:1]1[N:2]([C:10]2[CH:15]=[C:14]([CH3:16])[CH:13]=[CH:12][C:11]=2[OH:17])[N:3]=[C:4]2[CH:9]=[CH:8][CH:7]=[CH:6][C:5]=12.[OH-].[Na+].[C:20](Cl)(=[O:23])[CH:21]=[CH2:22]>CC(C)=O.CCOCC>[C:20]([O:17][C:11]1[CH:12]=[CH:13][C:14]([CH3:16])=[CH:15][C:10]=1[N:2]1[N:3]=[C:4]2[CH:9]=[CH:8][CH:7]=[CH:6][C:5]2=[N:1]1)(=[O:23])[CH:21]=[CH2:22] |f:1.2|. Procedure: Into a flask provided with a magnetic stirrer is added 10.0 g of 2-(2H-benzotriazol-2-yl)-4-methylphenol dissolved in 350 ml acetone. Then 10% NaOH is added dropwise until the pH is 9. With stirring, 4.1 g of acryloyl chloride is added dropwise while maintaining the pH between 7 and 9 by addition of dilute base. After the addition is complete, the solvent is evaporated leaving a yellow residue which is dissolved in 80 ml ether and extracted with an equal volume of 5% NaOH solution until the aque... Starting materials: CCCCCCc1ccc(-c2c(O)c(C(C)=NNC(=O)c3ccc(C(=O)OC)cc3)nn2C)cc1, CO, Cl, [Na+], [OH-], O. Yields the product CCCCCCc1ccc(-c2c(O)c(C(C)=NNC(=O)c3ccc(C(=O)O)cc3)nn2C)cc1. RXN SMILES: [CH2:1]([CH2:2][CH2:3][CH2:4][CH2:5][CH3:6])[c:7]1[cH:8][cH:9][c:10](-[c:13]2[c:14]([OH:35])[c:15]([C:19]([CH3:20])=[N:21][NH:22][C:23](=[O:24])[c:25]3[cH:26][cH:27][c:28]([C:29](=[O:30])[O:31][CH3:32])[cH:33][cH:34]3)[n:16][n:17]2[CH3:18])[cH:11][cH:12]1.[CH3:36][OH:37].[ClH:40].[Na+:39].[OH-:38].[OH2:41]>>[CH2:1]([CH2:2][CH2:3][CH2:4][CH2:5][CH3:6])[c:7]1[cH:8][cH:9][c:10](-[c:13]2[c:14]([OH:35])[c:15]([C:19]([CH3:20])=[N:21][NH:22][C:23](=[O:24])[c:25]3[cH:26][cH:27][c:28]([C:29](=[O:30])[OH:31])[cH:33][cH:34]3)[n:16][n:17]2[CH3:18])[cH:11][cH:12]1. Starting materials: O=P(Cl)(Cl)Cl (POCl3), CN(C)C=O (DMF), C(C)(=O)[O-].[Na+] (sodium acetate), C(C)OC(=O)N1C(CCCC1)=O (N-ethoxycarbonyl piperidone). Solvent: O (water). Run at temperature 25 celsius, time 15 minute. The product is ClC1=C(CN(CC1)C(=O)OCC)C=O (Ethyl 4-chloro-3-formyl-5,6-dihydropyridine-1(2H)-carboxylate). Yield: 63.0%. Reaction SMILES: O=P(Cl)(Cl)[Cl:3].CN([CH:9]=[O:10])C.[CH2:11]([O:13][C:14]([N:16]1[CH2:21][CH2:20][CH2:19][CH2:18][C:17]1=O)=[O:15])[CH3:12].C([O-])(=O)C.[Na+]>O>[Cl:3][C:19]1[CH2:20][CH2:21][N:16]([C:14]([O:13][CH2:11][CH3:12])=[O:15])[CH2:17][C:18]=1[CH:9]=[O:10] |f:3.4|. Procedure: POCl3 (2.18 g, 23.4 mmol) was added very slowly to dry DMF (2.7 ml) at 0° C. and the resulting mixture was stirred at 25° C. for 15 min. The reaction mixture was again cooled to 0° C., and N-ethoxycarbonyl piperidone (11.7 mmol) was added. The resulting reaction mixture was stirred at 25° C. for 3 h. It was then stirred with sodium acetate (7 g) and water (8.5 ml) and extracted with benzene. The organic layer was successively washed with water, sodium hydrogencarbonate an brine and was finally d... Conditions: temperature 100 celsius, time 8 hour. Reported procedure: 6 g of 7-acetamido-4'-flavonecarboxylic acid methyl ester are dissolved in 600 cc of dioxane. 12 g of sodium carbonate, dissolved in 250 cc of water, are added and the mixture is heated at 100° C. with stirring until the reaction is complete, for about 8 hours. The reaction is checked by plate chromatography (benzene (90)-dioxane (25)-acetic acid (4) elution solvent). The reactants are COC(=O)C1=CC=C(C=2OC3=CC(=CC=C3C(C2)=O)NC(C)=O)C=C1 (7-acetamido-4'-flavonecarboxylic acid methyl ester), C([O-])([O-])=O.[Na+].[Na+] (sodium carbonate). RXN SMILES: C[O:2][C:3]([C:5]1[CH:25]=[CH:24][C:8]([C:9]2[O:10][C:11]3[C:16]([C:17](=[O:19])[CH:18]=2)=[CH:15][CH:14]=[C:13]([NH:20][C:21](=[O:23])[CH3:22])[CH:12]=3)=[CH:7][CH:6]=1)=[O:4].C(=O)([O-])[O-].[Na+].[Na+]>O1CCOCC1.O>[C:21]([NH:20][C:13]1[CH:12]=[C:11]2[C:16]([C:17](=[O:19])[CH:18]=[C:9]([C:8]3[CH:24]=[CH:25][C:5]([C:3]([OH:4])=[O:2])=[CH:6][CH:7]=3)[O:10]2)=[CH:15][CH:14]=1)(=[O:23])[CH3:22] |f:1.2.3|. Product: C(C)(=O)NC1=CC=C2C(C=C(OC2=C1)C1=CC=C(C=C1)C(=O)O)=O (7-acetamido-4'-flavonecarboxylic acid). Run in O1CCOCC1 (dioxane), O (water). Starting materials: COC(C(CC1=CC(=C(C(=C1)Br)O)Br)O)=O (3-(3,5-dibromo-4-hydroxyphenyl)-2-hydroxypropionic acid methyl ester), C([O-])([O-])=O.[K+].[K+] (potassium carbonate), BrCC1=CC2=CC=CC=C2C=C1 (2-Bromomethylnaphthalene). The solvent is C(C)#N (acetonitrile), C(C)#N (acetonitrile). Conditions: time 10 minute. The product is BrC=1C=C(C=C(C1OCC1=CC2=CC=CC=C2C=C1)Br)CC(C(=O)O)O (3-[3,5-Dibromo-4-(naphthalen-2-ylmethoxy)phenyl]-2-hydroxypropionic acid). Reaction SMILES: C[O:2][C:3](=[O:16])[CH:4]([OH:15])[CH2:5][C:6]1[CH:11]=[C:10]([Br:12])[C:9]([OH:13])=[C:8]([Br:14])[CH:7]=1.C(=O)([O-])[O-].[K+].[K+].Br[CH2:24][C:25]1[CH:34]=[CH:33][C:32]2[C:27](=[CH:28][CH:29]=[CH:30][CH:31]=2)[CH:26]=1>C(#N)C>[Br:14][C:8]1[CH:7]=[C:6]([CH2:5][CH:4]([OH:15])[C:3]([OH:2])=[O:16])[CH:11]=[C:10]([Br:12])[C:9]=1[O:13][CH2:24][C:25]1[CH:34]=[CH:33][C:32]2[C:27](=[CH:28][CH:29]=[CH:30][CH:31]=2)[CH:26]=1 |f:1.2.3|. Reported procedure: A mixture of 3-(3,5-dibromo-4-hydroxyphenyl)-2-hydroxypropionic acid methyl ester (0.25 mmol) and potassium carbonate (0.3 mmol) in acetonitrile (5 mL) was stirred for 10 minutes at room temperature under nitrogen. 2-Bromomethylnaphthalene (0.3 mmol) dissolved in acetonitrile (1 mL) was added with a syringe. The reaction mixture was stirred for 15 hours at room temperature under nitrogen. After concentration in vacuo, the light yellow residue was diluted with ethyl acetate (20 mL) and washed wit... Starting materials: CS(=O)(=O)c1ccc(N)cc1, O=C(O)c1cc(N(CC2CC2)C2CCCCC2)ncn1. Yields the product CS(=O)(=O)c1ccc(NC(=O)c2cc(N(CC3CC3)C3CCCCC3)ncn2)cc1. Reaction SMILES: [CH3:21][S:22](=[O:23])(=[O:24])[c:25]1[cH:26][cH:27][c:28]([NH2:29])[cH:30][cH:31]1.[CH:1]1([N:7]([c:8]2[cH:9][c:10]([C:14](=[O:15])[OH:16])[n:11][cH:12][n:13]2)[CH2:17][CH:18]2[CH2:19][CH2:20]2)[CH2:2][CH2:3][CH2:4][CH2:5][CH2:6]1>>[CH:1]1([N:7]([c:8]2[cH:9][c:10]([C:14](=[O:16])[NH:29][c:28]3[cH:27][cH:26][c:25]([S:22]([CH3:21])(=[O:23])=[O:24])[cH:31][cH:30]3)[n:11][cH:12][n:13]2)[CH2:17][CH:18]2[CH2:19][CH2:20]2)[CH2:2][CH2:3][CH2:4][CH2:5][CH2:6]1. The reactants are BrC1=C(N)C=CC(=C1)OC(F)(F)F (2-bromo-4-(trifluoromethoxy)aniline), [Cu](C#N)C#N (copper cyanide), N (ammonia). The solvent is CN1C(CCC1)=O (N-methylpyrrolidone). Conditions: temperature 163 celsius, time 6.5 hour. Product: NC1=C(C#N)C=C(C=C1)OC(F)(F)F (2-Amino-5-trifluoromethoxybenzonitrile). Isolated yield 75.0%. RXN SMILES: Br[C:2]1[CH:8]=[C:7]([O:9][C:10]([F:13])([F:12])[F:11])[CH:6]=[CH:5][C:3]=1[NH2:4].[Cu](C#N)[C:15]#[N:16].N>CN1CCCC1=O>[NH2:4][C:3]1[CH:5]=[CH:6][C:7]([O:9][C:10]([F:13])([F:12])[F:11])=[CH:8][C:2]=1[C:15]#[N:16]. Procedure: To a solution of 2-bromo-4-(trifluoromethoxy)aniline (15.1 g, 60.0 mmol) in N-methylpyrrolidone (100 mL) was added copper cyanide (10.6 g, 118 mmol) and the reaction mixture was stirred for 6.5 h at 163° C. After cooling to ambient temperature it was poured onto ice-water (300 mL) and aqueous ammonia (350 mL). The resulting brown precipitate was collected by filtration, washed with water (150 mL) and dissolved in dichloromethane (350 mL). The insoluble material was removed by filtration and the ...